Dataset: the Open Reaction Database (ORD), a public repository of structured organic reaction records. Task: describe an organic reaction: reactants, conditions, products, and yield The reactants are Cc1cc(Br)cc(C)c1N, COCCOC(=O)Cl, CC#N, O. Product: COCCOC(=O)Nc1c(C)cc(Br)cc1C. As a reaction SMILES: [Br:1][c:2]1[cH:3][c:4]([CH3:10])[c:5]([NH2:6])[c:7]([CH3:9])[cH:8]1.[CH3:11][O:12][CH2:13][CH2:14][O:15][C:16](=[O:17])[Cl:18].[CH3:20][C:21]#[N:22].[OH2:19]>>[Br:1][c:2]1[cH:3][c:4]([CH3:10])[c:5]([NH:6][C:16]([O:15][CH2:14][CH2:13][O:12][CH3:11])=[O:17])[c:7]([CH3:9])[cH:8]1.